From a dataset of the Open Reaction Database (ORD), a public repository of structured organic reaction records. describe an organic reaction: reactants, conditions, products, and yield The reactants are CCOC(C)=O, CNC(=O)c1ccc2cc(C(O)c3cn(C(c4ccccc4)(c4ccccc4)c4ccccc4)cn3)ccc2c1. Yields the product CNC(=O)c1ccc2cc(C(=O)c3cn(C(c4ccccc4)(c4ccccc4)c4ccccc4)cn3)ccc2c1. As a reaction SMILES: [CH3:41][CH2:42][O:43][C:44](=[O:45])[CH3:46].[OH:1][CH:2]([c:3]1[cH:4][c:5]2[cH:6][cH:7][c:8]([C:13](=[O:14])[NH:15][CH3:16])[cH:9][c:10]2[cH:11][cH:12]1)[c:17]1[n:18][cH:19][n:20]([C:22]([c:23]2[cH:24][cH:25][cH:26][cH:27][cH:28]2)([c:29]2[cH:30][cH:31][cH:32][cH:33][cH:34]2)[c:35]2[cH:36][cH:37][cH:38][cH:39][cH:40]2)[cH:21]1>>[O:1]=[C:2]([c:3]1[cH:4][c:5]2[cH:6][cH:7][c:8]([C:13](=[O:14])[NH:15][CH3:16])[cH:9][c:10]2[cH:11][cH:12]1)[c:17]1[n:18][cH:19][n:20]([C:22]([c:23]2[cH:24][cH:25][cH:26][cH:27][cH:28]2)([c:29]2[cH:30][cH:31][cH:32][cH:33][cH:34]2)[c:35]2[cH:36][cH:37][cH:38][cH:39][cH:40]2)[cH:21]1. The reactants are C(#N)[BH3-].[Na+] (sodium cyanoborohydride), C1(=CC=CC=C1)C1=C2C=CNC2=CC=C1 (4-phenylindole), [OH-].[Na+] (sodium hydroxide), C(C)(=O)OCC (ethyl acetate), ice, [OH-].[Na+] (sodium hydroxide). The solvent is FC(C(=O)O)(F)F (trifluoroacetic acid). Run at temperature -5 celsius, time 2 hour. Yields the product C1(=CC=CC=C1)C1=C2CCNC2=CC=C1 (4-phenyl-2,3-dihydro-1H-indole). Yield: 48.8%. Reaction SMILES: C([BH3-])#N.[Na+].[C:5]1([C:11]2[CH:19]=[CH:18][CH:17]=[C:16]3[C:12]=2[CH:13]=[CH:14][NH:15]3)[CH:10]=[CH:9][CH:8]=[CH:7][CH:6]=1.[OH-].[Na+].C(OCC)(=O)C>FC(F)(F)C(O)=O>[C:5]1([C:11]2[CH:19]=[CH:18][CH:17]=[C:16]3[C:12]=2[CH2:13][CH2:14][NH:15]3)[CH:6]=[CH:7][CH:8]=[CH:9][CH:10]=1 |f:0.1,3.4|. Reported procedure: 1.0 g of sodium cyanoborohydride is gradually added to a solution of 1.5 g of 4-phenylindole in 20 ml of trifluoroacetic acid under argon, cooled to a temperature of about −5° C. The reaction mixture is stirred at a temperature of about 0° C. for 2 hours, and is then poured into 50 g of ice and alkalinized with 30 ml of a concentrated sodium hydroxide solution. After the addition of 100 ml of ethyl acetate, the mixture is stirred at ambient temperature and treated with 10 ml of concentrated sodi... The reactants are COC(C1=C(C=CC=C1)COC1=C(C=CC(=C1)C)C)OC (2-(2,5-dimethylphenoxymethyl)benzaldehyde dimethyl acetal), S(O)(O)(=O)=O (sulfuric acid), resultant mixture. Solvent: C=1(C(=CC=CC1)C)C (xylene), C=1(C(=CC=CC1)C)C (xylene). Product: CC1=C(OCC2=C(C=O)C=CC=C2)C=C(C=C1)C (2-(2,5-dimethylphenoxymethyl)benzaldehyde). The yield is 97.8%. RXN SMILES: C[O:2][CH:3](OC)[C:4]1[CH:9]=[CH:8][CH:7]=[CH:6][C:5]=1[CH2:10][O:11][C:12]1[CH:17]=[C:16]([CH3:18])[CH:15]=[CH:14][C:13]=1[CH3:19].S(=O)(=O)(O)O>C1(C)C(C)=CC=CC=1>[CH3:19][C:13]1[CH:14]=[CH:15][C:16]([CH3:18])=[CH:17][C:12]=1[O:11][CH2:10][C:5]1[CH:6]=[CH:7][CH:8]=[CH:9][C:4]=1[CH:3]=[O:2]. Reported procedure: The crude 2-(2,5-dimethylphenoxymethyl)benzaldehyde dimethyl acetal (73.7 g) obtained in Example 9, 22 mL of xylene and 150.0 g of a 35 wt % sulfuric acid aqueous solution were mixed. The resultant mixture was stirred at 60° C. for 2 hours. To this was added 187 mL of xylene, and the resultant mixture was separated at the same temperature. The resultant organic layer was cooled down to room temperature, then, washed with 75.0 g of a 5 wt % sodium hydroxide aqueous solution, then, with 150 mL of ...